Dataset: the Open Reaction Database (ORD), a public repository of structured organic reaction records. Task: describe an organic reaction: reactants, conditions, products, and yield The reactants are C(C#C)N1CCC(CC1)O (1-Propargylpiperidin-4-ol), C(C)(C)NC(C)C (diisopropylamine), IC1=CC=C(C=C1)\C(=C/COC1=CC(=C(OCC(=O)OC)C=C1)C)\C1=CC(=CC=C1)C(F)(F)F (methyl (E)-[4-[3-(4-iodophenyl)-3-(3-trifluoromethylphenyl)-allyloxy]-2-methylphenoxy]acetate). Reagents/catalysts: [Cu]I (copper(I) iodide), Cl[Pd]([P](C1=CC=CC=C1)(C2=CC=CC=C2)C3=CC=CC=C3)([P](C4=CC=CC=C4)(C5=CC=CC=C5)C6=CC=CC=C6)Cl (bis(triphenylphosphine)palladium(II) dichloride). Run in O1CCCC1 (tetrahydrofuran). Run at time 20 hour. Yields the product OC1CCN(CC1)CC#CC1=CC=C(C=C1)\C(=C/COC1=CC(=C(OCC(=O)OC)C=C1)C)\C1=CC(=CC=C1)C(F)(F)F (methyl (E)-[4-[3-[4-[3-(4-hydroxypiperidin-1-yl)propynyl]phenyl]-3-(3-trifluoromethylphenyl)allyloxy]-2-methylphenoxy]acetate). Reaction SMILES: [CH2:1]([N:4]1[CH2:9][CH2:8][CH:7]([OH:10])[CH2:6][CH2:5]1)[C:2]#[CH:3].C(NC(C)C)(C)C.I[C:19]1[CH:24]=[CH:23][C:22](/[C:25](/[C:42]2[CH:47]=[CH:46][CH:45]=[C:44]([C:48]([F:51])([F:50])[F:49])[CH:43]=2)=[CH:26]\[CH2:27][O:28][C:29]2[CH:40]=[CH:39][C:32]([O:33][CH2:34][C:35]([O:37][CH3:38])=[O:36])=[C:31]([CH3:41])[CH:30]=2)=[CH:21][CH:20]=1>O1CCCC1.[Cu]I.Cl[Pd](Cl)([P](C1C=CC=CC=1)(C1C=CC=CC=1)C1C=CC=CC=1)[P](C1C=CC=CC=1)(C1C=CC=CC=1)C1C=CC=CC=1>[OH:10][CH:7]1[CH2:8][CH2:9][N:4]([CH2:1][C:2]#[C:3][C:19]2[CH:20]=[CH:21][C:22](/[C:25](/[C:42]3[CH:47]=[CH:46][CH:45]=[C:44]([C:48]([F:49])([F:50])[F:51])[CH:43]=3)=[CH:26]\[CH2:27][O:28][C:29]3[CH:40]=[CH:39][C:32]([O:33][CH2:34][C:35]([O:37][CH3:38])=[O:36])=[C:31]([CH3:41])[CH:30]=3)=[CH:23][CH:24]=2)[CH2:5][CH2:6]1 |^1:61,80|. Procedure details: 1-Propargylpiperidin-4-ol (191 mg, 1.374 mmol) and diisopropylamine (0.45 mL, 3.23 mmol) were added to a solution of methyl (E)-[4-[3-(4-iodophenyl)-3-(3-trifluoromethylphenyl)-allyloxy]-2-methylphenoxy]acetate (400 mg, 0.687 mmol; prepared as described in example 34) in tetrahydrofuran (10 mL). The mixture was degassed and copper(I) iodide (10.4 mg, 0.055 mmol) and bis(triphenylphosphine)palladium(II) dichloride (24.1 mg, 0.034 mmol) were added. The reaction mixture was stirred at ambient tempe... The reactants are BrC1=C(C=CC=C1[N+](=O)[O-])C (1-bromo-2-methyl-6-nitrobenzene), BrN1C(CCC1=O)=O (N-bromosuccinimide). The solvent is C(Cl)(Cl)(Cl)Cl (carbon tetrachloride). Reaction conditions: time 23 hour. Yields the product BrC1=C(C=CC=C1[N+](=O)[O-])CBr (2-bromo-1-bromomethyl-3-nitrobenzene). The yield is 90.4%. Reaction SMILES: [Br:1][C:2]1[C:7]([N+:8]([O-:10])=[O:9])=[CH:6][CH:5]=[CH:4][C:3]=1[CH3:11].[Br:12]N1C(=O)CCC1=O>C(Cl)(Cl)(Cl)Cl>[Br:1][C:2]1[C:7]([N+:8]([O-:10])=[O:9])=[CH:6][CH:5]=[CH:4][C:3]=1[CH2:11][Br:12]. Procedure details: A stirred solution of 1-bromo-2-methyl-6-nitrobenzene (16.2 g, 0.075 mole) in 200 ml of carbon tetrachloride was irradiated and heated at reflux with a 250 watt brooder lamp. N-bromosuccinimide (13.5 g, 0.075 mole) was added to the refluxing reaction mixture, and the mixture was stirred for approximately 23 hours. The mixture was cooled, filtered, and washed with two 200 ml portions of saturated aqueous sodium chloride solution. The organic phase was passed through phase separation filter paper.... Starting materials: CC(=O)O, COc1ccc(C2CC(=O)N(c3cccc(N)c3)C2)cc1OC1CCCC1, O=CCC1CCOC1, CN(C)C=O. Yields the product COc1ccc(C2CC(=O)N(c3cccc(NCC4CCOC4)c3)C2)cc1OC1CCCC1. Reaction SMILES: [C:36]([OH:37])(=[O:38])[CH3:39].[NH2:1][c:2]1[cH:3][c:4]([N:8]2[C:9](=[O:27])[CH2:10][CH:11]([c:13]3[cH:14][c:15]([O:21][CH:22]4[CH2:23][CH2:24][CH2:25][CH2:26]4)[c:16]([O:19][CH3:20])[cH:17][cH:18]3)[CH2:12]2)[cH:5][cH:6][cH:7]1.[O:28]1[CH2:29][CH:30]([CH2:33][CH:34]=[O:35])[CH2:31][CH2:32]1.[O:40]=[CH:41][N:42]([CH3:43])[CH3:44]>>[NH:1]([c:2]1[cH:3][c:4]([N:8]2[C:9](=[O:27])[CH2:10][CH:11]([c:13]3[cH:14][c:15]([O:21][CH:22]4[CH2:23][CH2:24][CH2:25][CH2:26]4)[c:16]([O:19][CH3:20])[cH:17][cH:18]3)[CH2:12]2)[cH:5][cH:6][cH:7]1)[CH2:33][CH:30]1[CH2:29][O:28][CH2:32][CH2:31]1. Product: c1ccc(Nc2ncccn2)cc1. RXN SMILES: [NH2:1][c:2]1[n:3][cH:4][cH:5][cH:6][n:7]1.[NH2:8][c:9]1[cH:10][cH:11][cH:12][cH:13][cH:14]1>>[NH:1]([c:2]1[n:3][cH:4][cH:5][cH:6][n:7]1)[c:9]1[cH:10][cH:11][cH:12][cH:13][cH:14]1. Starting materials: Nc1ncccn1, Nc1ccccc1. The reactants are O=C(OCC)C=1C(F)=CC=CC1F. The reagents and catalysts are [K].OC(C)(C)C, O1B(OC(C)(C)C1(C)C)B2OC(C)(C)C(O2)(C)C, O=C1C=CC=2C=CC=C(C3=CN=C(C=C3)C=4N=CC=CC4)C2N1, C[OH2+].C[OH2+].C1CC=CCCC=C1.C1CC=CCCC=C1.[Ir].[Ir]. The solvent is O1CCCC1. Run at temperature 50 celsius, time 12 hour. Product: O=C(OCC)C1=C(F)C=C(C=C1F)B2OC(C)(C)C(O2)(C)C. Isolated yield 72.0%. Reactants: COC(N=C(C(=NC1=CC=C(C=C1)C1=NOC(=N1)C)C1=CC(=C(C(=C1)OC)OC)O)SC)=O ({2-(3-hydroxy-4,5-dimethoxyphenyl)-2-[4-(5-methyl-[1,2,4]oxadiazol-3-yl)phenylimino]-1-methylsulfanylethylidene}carbamic acid methyl ester), COC(N=C(C(=NC1=CC=C(C=C1)C1=NOC(=N1)C)C1=CC(=CC(=C1)OC)O)SC)=O ({2-(3-hydroxy-5-methoxyphenyl)-2-[4-(5-methyl-[1,2,4]oxadiazol-3-yl)phenylimino]-1-methylsulfanylethylidene}carbamic acid methyl ester), BrCCOC (1-bromo-2-methoxyethane), CI (methyl iodide), Cl.N(N)C=1N=NC=CC1 (3-hydrazinopyridazine hydrochloride), N(N)C1=NC=CC=N1 (2-hydrazinopyrimidine). Product: C(C)(=O)O.O=C1NC(=NN1C=1N=NC=CC1)C(C1=CC(=C(C(=C1)OC)OC)OC)NC1=CC=C(C(=N)N)C=C1 (4-{[(5-oxo-1-pyridazin-3-yl-4,5-dihydro-1H-[1,2,4]triazol-3-yl)-(3,4,5-trimethoxyphenyl)methyl]amino}benzamidine acetate). Procedure details: The same procedure was carried out as in Example (6a), except that {2-(3-hydroxy-4,5-dimethoxyphenyl)-2-[4-(5-methyl-[1,2,4]oxadiazol-3-yl)phenylimino]-1-methylsulfanylethylidene}carbamic acid methyl ester, methyl iodide and 3-hydrazinopyridazine hydrochloride were used instead of respectively the {2-(3-hydroxy-5-methoxyphenyl)-2-[4-(5-methyl-[1,2,4]oxadiazol-3-yl)phenylimino]-1-methylsulfanylethylidene}carbamic acid methyl ester, 1-bromo-2-methoxyethane and 2-hydrazinopyrimidine, to give the ti... Reaction SMILES: C[O:2][C:3](=O)[N:4]=[C:5](SC)[C:6]([C:20]1[CH:25]=[C:24]([O:26][CH3:27])[C:23]([O:28][CH3:29])=[C:22]([OH:30])[CH:21]=1)=[N:7][C:8]1[CH:13]=[CH:12][C:11]([C:14]2[N:18]=C(C)O[N:15]=2)=[CH:10][CH:9]=1.CI.Cl.[NH:37]([C:39]1[N:40]=[N:41][CH:42]=[CH:43][CH:44]=1)[NH2:38].[CH3:45][O:46]C(=O)N=C(SC)C(C1C=C(OC)C=C(O)C=1)=NC1C=CC(C2N=C(C)ON=2)=CC=1.BrCCOC.N(C1N=CC=CN=1)N>>[C:24]([OH:26])(=[O:46])[CH3:25].[O:2]=[C:3]1[N:37]([C:39]2[N:40]=[N:41][CH:42]=[CH:43][CH:44]=2)[N:38]=[C:5]([CH:6]([NH:7][C:8]2[CH:13]=[CH:12][C:11]([C:14]([NH2:18])=[NH:15])=[CH:10][CH:9]=2)[C:20]2[CH:25]=[C:24]([O:26][CH3:27])[C:23]([O:28][CH3:29])=[C:22]([O:30][CH3:45])[CH:21]=2)[NH:4]1 |f:2.3,7.8|. Starting materials: C(CCC)[Li] (n-butyllithium), C(C)(C)(C)OC(=O)NC(CC1=CC(=CC=2C=COC21)F)C (N-tert-butoxycarbonyl 1-(5-fluorobenzofur-7-yl)-2-aminopropane), CN(C=O)C (dimethylformamide). Solvent: O1CCCC1 (tetrahydrofuran). Conditions: time 18 hour. The product is C(C)(C)(C)OC(=O)NC(CC1=CC(=CC=2C=C(OC21)C=O)F)C (N-tert-butoxycarbonyl 1-(2-formyl-5-fluorobenzofur-7-yl)-2-aminopropane). Isolated yield 69.6%. As a reaction SMILES: [C:1]([O:5][C:6]([NH:8][CH:9]([CH3:21])[CH2:10][C:11]1[C:19]2[O:18][CH:17]=[CH:16][C:15]=2[CH:14]=[C:13]([F:20])[CH:12]=1)=[O:7])([CH3:4])([CH3:3])[CH3:2].C([Li])CCC.CN(C)[CH:29]=[O:30]>O1CCCC1>[C:1]([O:5][C:6]([NH:8][CH:9]([CH3:21])[CH2:10][C:11]1[C:19]2[O:18][C:17]([CH:29]=[O:30])=[CH:16][C:15]=2[CH:14]=[C:13]([F:20])[CH:12]=1)=[O:7])([CH3:4])([CH3:2])[CH3:3]. Procedure: A solution of 0.50 gm (1.7 mMol) N-tert-butoxycarbonyl 1-(5-fluorobenzofur-7-yl)-2-aminopropane in 75 mL tetrahydrofuran was cooled to −78° C. under a nitrogen atmosphere. To this solution were then added 2.4 mL (3.81 mMoL) n-butyllithium (1.6 M in hexane) dropwise, resulting in an orange solution. After 5 minutes 0.66 mL (8.52 mMol) dimethylformamide were added dropwise. After stirring 18 hours at room temperature the reaction mixture was quenched by addition of 20 mL saturated aqueous ammonium...